From a dataset of the Open Reaction Database (ORD), a public repository of structured organic reaction records. describe an organic reaction: reactants, conditions, products, and yield The reactants are CCOC(=O)c1ccc(-c2c(F)c(OC)cc(OC)c2Cl)c2nccnc12, C[Al](C)C, CO, ClCCl, ClCCl, [Na+], O=C([O-])O, Nc1ccc(Cn2ccnc2)cn1. The product is COc1cc(OC)c(Cl)c(-c2ccc(C(=O)Nc3ccc(Cn4ccnc4)cn3)c3nccnc23)c1F. As a reaction SMILES: [CH2:1]([O:2][C:4](=[O:5])[c:6]1[c:7]2[n:8][cH:9][cH:10][n:11][c:12]2[c:13](-[c:16]2[c:17]([Cl:27])[c:18]([O:25][CH3:26])[cH:19][c:20]([O:23][CH3:24])[c:21]2[F:22])[cH:14][cH:15]1)[CH3:3].[CH3:41][Al:42]([CH3:43])[CH3:44].[CH3:53][OH:54].[Cl:50][CH2:51][Cl:52].[Cl:55][CH2:56][Cl:57].[Na+:49].[O-:45][C:46]([OH:47])=[O:48].[n:28]1([CH2:33][c:34]2[cH:35][cH:36][c:37]([NH2:40])[n:38][cH:39]2)[cH:29][n:30][cH:31][cH:32]1>>[C:4](=[O:5])([c:6]1[c:7]2[n:8][cH:9][cH:10][n:11][c:12]2[c:13](-[c:16]2[c:17]([Cl:27])[c:18]([O:25][CH3:26])[cH:19][c:20]([O:23][CH3:24])[c:21]2[F:22])[cH:14][cH:15]1)[NH:40][c:37]1[cH:36][cH:35][c:34]([CH2:33][n:28]2[cH:29][n:30][cH:31][cH:32]2)[cH:39][n:38]1. Reactants: Cc1sc(-c2ccccc2)nc1COc1ccc(CO)cc1, Cc1ccccc1, C1CCOC1, O=S(Cl)Cl. Product: Cc1sc(-c2ccccc2)nc1COc1ccc(CCl)cc1. As a reaction SMILES: [CH3:1][c:2]1[c:3]([CH2:13][O:14][c:15]2[cH:16][cH:17][c:18]([CH2:21][OH:22])[cH:19][cH:20]2)[n:4][c:5](-[c:7]2[cH:8][cH:9][cH:10][cH:11][cH:12]2)[s:6]1.[CH3:32][c:33]1[cH:34][cH:35][cH:36][cH:37][cH:38]1.[O:23]1[CH2:24][CH2:25][CH2:26][CH2:27]1.[S:28]([Cl:29])([Cl:30])=[O:31]>>[CH3:1][c:2]1[c:3]([CH2:13][O:14][c:15]2[cH:16][cH:17][c:18]([CH2:21][Cl:30])[cH:19][cH:20]2)[n:4][c:5](-[c:7]2[cH:8][cH:9][cH:10][cH:11][cH:12]2)[s:6]1. The reactants are C1(=CC=CC=C1)N1C(C(C2=CC=CC=C12)N1C(C2=CC=CC=C2C1=O)=O)=O (1-phenyl-3-(1,3-dioxoisoindolin-2-yl)-2,3-dihydro-1H-indol-2-one), BrCC(=O)OCC (ethyl bromoacetate), C([O-])([O-])=O.[K+].[K+] (potassium carbonate). Solvent: CC(=O)C (acetone). Product: C1(=CC=CC=C1)N1C(C(C2=CC=CC=C12)(N1C(C2=CC=CC=C2C1=O)=O)CC(=O)OCC)=O (1-phenyl-3-(ethoxycarbonylmethyl)-3-(1,3-dioxoisoindolin-2-yl)-2,3-dihydro-1H-indol-2-one). Yield: 50.0%. RXN SMILES: [C:1]1([N:7]2[C:15]3[C:10](=[CH:11][CH:12]=[CH:13][CH:14]=3)[CH:9]([N:16]3[C:24](=[O:25])[C:23]4[C:18](=[CH:19][CH:20]=[CH:21][CH:22]=4)[C:17]3=[O:26])[C:8]2=[O:27])[CH:6]=[CH:5][CH:4]=[CH:3][CH:2]=1.Br[CH2:29][C:30]([O:32][CH2:33][CH3:34])=[O:31].C(=O)([O-])[O-].[K+].[K+]>CC(C)=O>[C:1]1([N:7]2[C:15]3[C:10](=[CH:11][CH:12]=[CH:13][CH:14]=3)[C:9]([CH2:29][C:30]([O:32][CH2:33][CH3:34])=[O:31])([N:16]3[C:24](=[O:25])[C:23]4[C:18](=[CH:19][CH:20]=[CH:21][CH:22]=4)[C:17]3=[O:26])[C:8]2=[O:27])[CH:6]=[CH:5][CH:4]=[CH:3][CH:2]=1 |f:2.3.4|. Reported procedure: A mixed solution of 3.54 g of 1-phenyl-3-(1,3-dioxoisoindolin-2-yl)-2,3-dihydro-1H-indol-2-one, 8.4 g of ethyl bromoacetate, 2.76 g of potassium carbonate and 40 ml of acetone was stirred under argon atmosphere at room temperature overnight. After removing the solvent, water was added to the residue and the mixture was extracted with ethyl acetate. The ethyl acetate layer was washed and dried, and then the solvent was removed under reduced pressure. The residue was purified by silica gel column ... The reactants are CC(C)(C)[Si](C)(C)OCc1cnc(Nc2ncc(Br)n3ccnc23)s1, CCCC[N+](CCCC)(CCCC)CCCC, C1CCOC1, [F-]. Product: OCc1cnc(Nc2ncc(Br)n3ccnc23)s1. Reaction SMILES: [Br:1][c:2]1[cH:3][n:4][c:5]([NH:11][c:12]2[s:13][c:14]([CH2:17][O:18][Si:19]([C:20]([CH3:21])([CH3:22])[CH3:23])([CH3:24])[CH3:25])[cH:15][n:16]2)[c:6]2[n:7]1[cH:8][cH:9][n:10]2.[CH2:27]([N+:28]([CH2:29][CH2:30][CH2:31][CH3:32])([CH2:33][CH2:34][CH2:35][CH3:36])[CH2:37][CH2:38][CH2:39][CH3:40])[CH2:41][CH2:42][CH3:43].[CH2:44]1[O:45][CH2:46][CH2:47][CH2:48]1.[F-:26]>>[Br:1][c:2]1[cH:3][n:4][c:5]([NH:11][c:12]2[s:13][c:14]([CH2:17][OH:18])[cH:15][n:16]2)[c:6]2[n:7]1[cH:8][cH:9][n:10]2. Starting materials: C[O-].[Na+] (sodium methoxide), Cl (hydrochloric acid), C(CCC)(=O)OC[C@H]1CN(C(O1)=O)C1=CC(=CC=C1)F ((R)-[3-(3-fluorophenyl)-2-oxo-5-oxazolidinyl]methyl butyrate), CO.C(Cl)(Cl)Cl (methanol chloroform). Solvent: CO (methanol), CO (methanol). The product is FC=1C=C(C=CC1)N1C(O[C@H](C1)CO)=O ((R)-3-(3-fluorophenyl)-5-(hydroxymethyl)-2-oxooxazolidine). Reaction SMILES: C([O:6][CH2:7][C@@H:8]1[O:12][C:11](=[O:13])[N:10]([C:14]2[CH:19]=[CH:18][CH:17]=[C:16]([F:20])[CH:15]=2)[CH2:9]1)(=O)CCC.C[O-].[Na+].CO.C(Cl)(Cl)Cl.Cl>CO>[F:20][C:16]1[CH:15]=[C:14]([N:10]2[CH2:9][C@H:8]([CH2:7][OH:6])[O:12][C:11]2=[O:13])[CH:19]=[CH:18][CH:17]=1 |f:1.2,3.4|. Procedure details: A mixture of (R)-[3-(3-fluorophenyl)-2-oxo-5-oxazolidinyl]methyl butyrate (PREPARTION 12, 2.789 g, 9.91 mmol) in methanol (10 ml) is treated with a 25 wt. % mixture of sodium methoxide in methanol (57 μl, 0.99 mmol) at 20-25°. After 45 min as measured by TLC (methanol/chloroform, 5/95) the starting material has been consumed. The reaction mixture is carefully quenched by the addition of hydrochloric acid (1N, 0.99 ml, 0.99 mmol) and then concentrated under reduced pressure. Chromatography of the... Reactants: CC(C)(C)OC(=O)N1CCC2(CC1)SCc1ccccc12, O=C([O-])O, ClC(Cl)Cl, O=C(OO)c1cccc(Cl)c1, [I-], [K+], [Na+]. Product: CC(C)(C)OC(=O)N1CCC2(CC1)c1ccccc1CS2=O. RXN SMILES: [C:1]([CH3:2])([CH3:3])([CH3:4])[O:5][C:6](=[O:7])[N:8]1[CH2:9][CH2:10][C:11]2([S:12][CH2:13][c:14]3[c:15]2[cH:16][cH:17][cH:18][cH:19]3)[CH2:20][CH2:21]1.[C:22]([O-:23])(=[O:24])[OH:25].[CH:40]([Cl:41])([Cl:42])[Cl:43].[Cl:27][c:28]1[cH:29][cH:30][cH:31][c:32]([C:33]([O:34][OH:35])=[O:36])[cH:37]1.[I-:39].[K+:38].[Na+:26]>>[C:1]([CH3:2])([CH3:3])([CH3:4])[O:5][C:6](=[O:7])[N:8]1[CH2:9][CH2:10][C:11]2([S:12](=[O:23])[CH2:13][c:14]3[c:15]2[cH:16][cH:17][cH:18][cH:19]3)[CH2:20][CH2:21]1. Starting materials: FC=1C=CC(=NC1)\C=N\S(=O)C(C)(C)C (N-[(1E)-(5-fluoropyridin-2-yl)methylene]-2-methylpropane-2-sulfinamide), C[Mg]Br (methylmagnesium bromide). Solvent: ClCCl (dichloromethane). Run at time 30 minute. Yields the product FC=1C=CC(=NC1)[C@@H](C)NS(=O)C(C)(C)C (N-[(1R)-1-(5-Fluoropyridin-2-yl)ethyl]-2-methylpropane-2-sulfinamide). As a reaction SMILES: [F:1][C:2]1[CH:3]=[CH:4][C:5](/[CH:8]=[N:9]/[S:10]([C:12]([CH3:15])([CH3:14])[CH3:13])=[O:11])=[N:6][CH:7]=1.[CH3:16][Mg]Br>ClCCl>[F:1][C:2]1[CH:3]=[CH:4][C:5]([C@H:8]([NH:9][S:10]([C:12]([CH3:15])([CH3:14])[CH3:13])=[O:11])[CH3:16])=[N:6][CH:7]=1. Reported procedure: To a solution of N-[(1E)-(5-fluoropyridin-2-yl)methylene]-2-methylpropane-2-sulfinamide (52.12 g, 228 mmol) in dichloromethane (1000 mL) at −78° C. was added methylmagnesium bromide (3.0 M in THF; 198 mL, 594 mmol). The mixture was allowed to warm to ambient temperature. After 30 min, the mixture was cooled down to −78° C. and was quenched with saturated aqueous ammonium chloride (100 mL). The mixture was allowed to warm to ambient temperature. The organic layer was separated and the aqueous lay...